This data is from the Open Reaction Database (ORD), a public repository of structured organic reaction records. The task is: describe an organic reaction: reactants, conditions, products, and yield Starting materials: CSC=1S\C(\C(N1)=O)=C/C=1C=C2C=CC=NC2=CC1 (2-methylsulfanyl-5-[1-quinolin-6-yl-meth-(Z)-ylidene]-thiazol-4-one), COC1=C(CN)C=CC=C1 (2-methoxy-benzylamine), CCN(C(C)C)C(C)C (DIEA). Product: COC1=C(CNC=2S\C(\C(N2)=O)=C/C=2C=C3C=CC=NC3=CC2)C=CC=C1 (2-(2-methoxy-benzylamino)-5-[1-quinolin-6-yl-meth-(Z)-ylidene]-thiazol-4-one). Reaction SMILES: CS[C:3]1[S:4]/[C:5](=[CH:9]\[C:10]2[CH:11]=[C:12]3[C:17](=[CH:18][CH:19]=2)[N:16]=[CH:15][CH:14]=[CH:13]3)/[C:6](=[O:8])[N:7]=1.[CH3:20][O:21][C:22]1[CH:29]=[CH:28][CH:27]=[CH:26][C:23]=1[CH2:24][NH2:25].CCN(C(C)C)C(C)C>>[CH3:20][O:21][C:22]1[CH:29]=[CH:28][CH:27]=[CH:26][C:23]=1[CH2:24][NH:25][C:3]1[S:4]/[C:5](=[CH:9]\[C:10]2[CH:11]=[C:12]3[C:17](=[CH:18][CH:19]=2)[N:16]=[CH:15][CH:14]=[CH:13]3)/[C:6](=[O:8])[N:7]=1. Procedure details: Similar procedure as described in example 1b was used, starting from 2-methylsulfanyl-5-[1-quinolin-6-yl-meth-(Z)-ylidene]-thiazol-4-one, 2-methoxy-benzylamine and DIEA to give 2-(2-methoxy-benzylamino)-5-[1-quinolin-6-yl-meth-(Z)-ylidene]-thiazol-4-one. LC-MS m/e 376 (MH+). Reaction SMILES: [CH3:1][C:2]1([CH3:14])[CH:4]([CH:5]=[C:6]([Br:8])[Br:7])[CH:3]1[C:9]([O:11]CC)=[O:10].[OH-].[K+]>C(O)C>[CH3:1][C:2]1([CH3:14])[CH:4]([CH:5]=[C:6]([Br:8])[Br:7])[CH:3]1[C:9]([OH:11])=[O:10] |f:1.2|. The product is CC1(C(C1C=C(Br)Br)C(=O)O)C (2,2-dimethyl-3-(2',2'-dibromovinyl)-cyclopropane-carboxylic acid). Reactants: ester, CC1(C(C1C=C(Br)Br)C(=O)OCC)C (ethyl 2,2-dimethyl-3-(2',2'-dibromovinyl)-cyclopropane-carboxylate), aqueous solution, [OH-].[K+] (potassium hydroxide). Procedure details: 2.02 Parts of ethyl 2,2-dimethyl-3-(2',2'-dibromovinyl)-cyclopropane-carboxylate obtained in Example 11 was agitated with 7.06 parts of a 10% aqueous solution of potassium hydroxide in the presence of ethyl alcohol at 40° to 50° C. for 2 hours to effect hydrolysis of the ester and obtain 1.08 parts of 2,2-dimethyl-3-(2',2'-dibromovinyl)-cyclopropane-carboxylic acid having a melting point of 116° - 117° C. Run in C(C)O (ethyl alcohol). Product: CCOC(=O)CCc1ccc(OCc2cccc(OCC(=O)O)c2)c(F)c1. The reactants are CCOC(=O)CCc1ccc(OCc2cccc(OCC(=O)OC(C)(C)C)c2)c(F)c1, ClCCl, O=C(O)C(F)(F)F. RXN SMILES: [C:1]([CH3:2])([CH3:3])([CH3:4])[O:5][C:6]([CH2:7][O:8][c:9]1[cH:10][c:11]([CH2:12][O:13][c:14]2[c:15]([F:27])[cH:16][c:17]([CH2:20][CH2:21][C:22](=[O:23])[O:24][CH2:25][CH3:26])[cH:18][cH:19]2)[cH:28][cH:29][cH:30]1)=[O:31].[Cl:39][CH2:40][Cl:41].[OH:32][C:33]([C:34]([F:35])([F:36])[F:37])=[O:38]>>[O:5]=[C:6]([CH2:7][O:8][c:9]1[cH:10][c:11]([CH2:12][O:13][c:14]2[c:15]([F:27])[cH:16][c:17]([CH2:20][CH2:21][C:22](=[O:23])[O:24][CH2:25][CH3:26])[cH:18][cH:19]2)[cH:28][cH:29][cH:30]1)[OH:31]. Reactants: CC(C)c1ccc(CC(=O)NC(C)c2ccc(Br)cn2)cc1, Cc1ccccc1, CC(C)(C)[O-], NCC(F)(F)F, [Na+], O=C(C=Cc1ccccc1)C=Cc1ccccc1, O=C(C=Cc1ccccc1)C=Cc1ccccc1, O=C(C=Cc1ccccc1)C=Cc1ccccc1, [Pd], [Pd], c1ccc(P(c2ccccc2)c2ccc3ccccc3c2-c2c(P(c3ccccc3)c3ccccc3)ccc3ccccc23)cc1. The product is CC(C)c1ccc(CC(=O)NC(C)c2ccc(NCC(F)(F)F)cn2)cc1. As a reaction SMILES: [Br:1][c:2]1[cH:3][cH:4][c:5]([CH:8]([CH3:9])[NH:10][C:11]([CH2:12][c:13]2[cH:14][cH:15][c:16]([CH:19]([CH3:20])[CH3:21])[cH:17][cH:18]2)=[O:22])[n:6][cH:7]1.[CH3:137][c:138]1[cH:139][cH:140][cH:141][cH:142][cH:143]1.[CH3:29][C:30]([CH3:31])([O-:32])[CH3:33].[F:23][C:24]([CH2:25][NH2:26])([F:27])[F:28].[Na+:34].[O:101]=[C:102]([CH:103]=[CH:104][c:105]1[cH:106][cH:107][cH:108][cH:109][cH:110]1)[CH:111]=[CH:112][c:113]1[cH:114][cH:115][cH:116][cH:117][cH:118]1.[O:119]=[C:120]([CH:121]=[CH:122][c:123]1[cH:124][cH:125][cH:126][cH:127][cH:128]1)[CH:129]=[CH:130][c:131]1[cH:132][cH:133][cH:134][cH:135][cH:136]1.[O:83]=[C:84]([CH:85]=[CH:86][c:87]1[cH:88][cH:89][cH:90][cH:91][cH:92]1)[CH:93]=[CH:94][c:95]1[cH:96][cH:97][cH:98][cH:99][cH:100]1.[Pd:81].[Pd:82].[c:35]1([P:36]([c:37]2[cH:38][cH:39][cH:40][cH:41][cH:42]2)[c:43]2[cH:44][cH:45][c:46]3[c:47]([cH:48][cH:49][cH:50][cH:51]3)[c:52]2-[c:53]2[c:54]3[c:55]([cH:56][cH:57][cH:58][cH:59]3)[cH:60][cH:61][c:62]2[P:63]([c:64]2[cH:65][cH:66][cH:67][cH:68][cH:69]2)[c:70]2[cH:71][cH:72][cH:73][cH:74][cH:75]2)[cH:76][cH:77][cH:78][cH:79][cH:80]1>>[c:2]1([NH:26][CH2:25][C:24]([F:23])([F:27])[F:28])[cH:3][cH:4][c:5]([CH:8]([CH3:9])[NH:10][C:11]([CH2:12][c:13]2[cH:14][cH:15][c:16]([CH:19]([CH3:20])[CH3:21])[cH:17][cH:18]2)=[O:22])[n:6][cH:7]1. As a reaction SMILES: [C:1]([O:2][C:3](=[O:4])[N:8]([CH2:9][CH2:10][C:11](=[O:12])[OH:13])[CH2:14][CH2:15][CH2:16][n:17]1[c:18](=[N:29][c:30]2[c:31]([O:37][CH3:38])[cH:32][c:33]([Cl:36])[cH:34][cH:35]2)[s:19][cH:20][c:21]1-[c:22]1[cH:23][cH:24][c:25]([F:28])[cH:26][cH:27]1)([CH3:5])([CH3:6])[CH3:7].[ClH:39]>>[NH:8]([CH2:9][CH2:10][C:11](=[O:12])[OH:13])[CH2:14][CH2:15][CH2:16][n:17]1[c:18](=[N:29][c:30]2[c:31]([O:37][CH3:38])[cH:32][c:33]([Cl:36])[cH:34][cH:35]2)[s:19][cH:20][c:21]1-[c:22]1[cH:23][cH:24][c:25]([F:28])[cH:26][cH:27]1. Yields the product COc1cc(Cl)ccc1N=c1scc(-c2ccc(F)cc2)n1CCCNCCC(=O)O. Reactants: COc1cc(Cl)ccc1N=c1scc(-c2ccc(F)cc2)n1CCCN(CCC(=O)O)C(=O)OC(C)(C)C, Cl. The reactants are CC1=CC=C(C=N1)C(C)NC(OC(C)(C)C)=O (tert-butyl 1-(6-methylpyridin-3-yl)ethylcarbamate), C(C)(C)(C)[Li] (tert-butyllithium), II (iodine). Run in C1CCOC1 (THF), C1CCOC1 (THF), C1CCOC1 (THF). Run at time 30 minute. Product: IC1=C(C=NC(=C1)C)C(C)NC(OC(C)(C)C)=O (tert-Butyl 1-(4-iodo-6-methylpyridin-3-yl)ethylcarbamate). The yield is 5.9%. Reaction SMILES: [CH3:1][C:2]1[N:7]=[CH:6][C:5]([CH:8]([NH:10][C:11](=[O:17])[O:12][C:13]([CH3:16])([CH3:15])[CH3:14])[CH3:9])=[CH:4][CH:3]=1.C([Li])(C)(C)C.[I:23]I>C1COCC1>[I:23][C:4]1[CH:3]=[C:2]([CH3:1])[N:7]=[CH:6][C:5]=1[CH:8]([NH:10][C:11](=[O:17])[O:12][C:13]([CH3:16])([CH3:15])[CH3:14])[CH3:9]. Procedure details: Add a solution of tert-butyl 1-(6-methylpyridin-3-yl)ethylcarbamate (6.85 g, 29 mmol) to a solution of tert-butyllithium (51.1 mL, 87 mmol) in THF (70 mL) at −78° C. in THF (20 mL) under N2 using a double-tipped needle. After 30 min, add iodine (11.0 g, 43.5 mmol) in THF (25 mL) over 30 min at −78° C. Stir for 1 h and then warm up to RT. Quench with water, extract in ethyl acetate, wash with saturated aqueous sodium chloride, and dry over Na2SO4. Purify on column chromatography 5% to 50% ethyl a... The reactants are BrC=1C=C2C(=NC1)N(C=C2C=2C(=NN(C2)CC2=CC(=CC=C2)F)C)S(=O)(=O)C2=CC=C(C)C=C2 (5-bromo-3-(1-(3-fluorobenzyl)-3-methyl-1H-pyrazol-4-yl)-1-tosyl-1H-pyrrolo[2,3-b]pyridine), C([O-])([O-])=O.[Na+].[Na+] (sodium carbonate), FC1=C(C=CC(=C1)B1OC(C(O1)(C)C)(C)C)C1=CCN(CC1)C(=O)OC(C)(C)C (tert-butyl 4-(2-fluoro-4-(4,4,5,5-tetramethyl-1,3,2-dioxaborolan-2-yl)phenyl)-5,6-dihydropyridine-1(2H)-carboxylate), FC1=C(C=CC(=C1)B1OC(C(O1)(C)C)(C)C)C1=CCN(CC1)C(=O)OC(C)(C)C (tert-butyl 4-(2-fluoro-4-(4,4,5,5-tetramethyl-1,3,2-dioxaborolan-2-yl)phenyl)-5,6-dihydropyridine-1(2H)-carboxylate). The reagents and catalysts are Cl[Pd]([P](C1=CC=CC=C1)(C2=CC=CC=C2)C3=CC=CC=C3)([P](C4=CC=CC=C4)(C5=CC=CC=C5)C6=CC=CC=C6)Cl (Pd(PPh3)2Cl2). Run in COCCOC.O (DME water). The product is FC1=C(C=CC(=C1)C=1C=C2C(=NC1)N(C=C2C=2C(=NN(C2)CC2=CC(=CC=C2)F)C)S(=O)(=O)C2=CC=C(C)C=C2)C2=CCN(CC2)C(=O)OC(C)(C)C (tert-butyl 4-(2-fluoro-4-(3-(1-(3-fluorobenzyl)-3-methyl-1H-pyrazol-4-yl)-1-tosyl-1H-pyrrolo[2,3-b]pyridin-5-yl)phenyl)-5,6-dihydropyridine-1(2H)-carboxylate). Isolated yield 61.8%. RXN SMILES: Br[C:2]1[CH:3]=[C:4]2[C:10]([C:11]3[C:12]([CH3:24])=[N:13][N:14]([CH2:16][C:17]4[CH:22]=[CH:21][CH:20]=[C:19]([F:23])[CH:18]=4)[CH:15]=3)=[CH:9][N:8]([S:25]([C:28]3[CH:34]=[CH:33][C:31]([CH3:32])=[CH:30][CH:29]=3)(=[O:27])=[O:26])[C:5]2=[N:6][CH:7]=1.[F:35][C:36]1[CH:41]=[C:40](B2OC(C)(C)C(C)(C)O2)[CH:39]=[CH:38][C:37]=1[C:51]1[CH2:56][CH2:55][N:54]([C:57]([O:59][C:60]([CH3:63])([CH3:62])[CH3:61])=[O:58])[CH2:53][CH:52]=1.C(=O)([O-])[O-].[Na+].[Na+]>COCCOC.O.Cl[Pd](Cl)([P](C1C=CC=CC=1)(C1C=CC=CC=1)C1C=CC=CC=1)[P](C1C=CC=CC=1)(C1C=CC=CC=1)C1C=CC=CC=1>[F:35][C:36]1[CH:41]=[C:40]([C:2]2[CH:3]=[C:4]3[C:10]([C:11]4[C:12]([CH3:24])=[N:13][N:14]([CH2:16][C:17]5[CH:22]=[CH:21][CH:20]=[C:19]([F:23])[CH:18]=5)[CH:15]=4)=[CH:9][N:8]([S:25]([C:28]4[CH:29]=[CH:30][C:31]([CH3:32])=[CH:33][CH:34]=4)(=[O:26])=[O:27])[C:5]3=[N:6][CH:7]=2)[CH:39]=[CH:38][C:37]=1[C:51]1[CH2:56][CH2:55][N:54]([C:57]([O:59][C:60]([CH3:63])([CH3:62])[CH3:61])=[O:58])[CH2:53][CH:52]=1 |f:2.3.4,5.6,^1:79,98|. Procedure details: Using similar reaction conditions as described in step-i of example-1, 5-bromo-3-(1-(3-fluorobenzyl)-3-methyl-1H-pyrazol-4-yl)-1-tosyl-1H-pyrrolo[2,3-b]pyridine (300 mg, 0.55 mmol) was coupled with tert-butyl 4-(2-fluoro-4-(4,4,5,5-tetramethyl-1,3,2-dioxaborolan-2-yl)phenyl)-5,6-dihydropyridine-1(2H)-carboxylate (intermediate 70) (270 mg, 0.66 mmol) using sodium carbonate (175 mg, 1.65 mmol) and Pd(PPh3)2Cl2 (20 mg, 0.027 mmol) in DME/water (10/2.5 ml) to afford 250 mg (61.2% yield) of the pure ...